Dataset: the Open Reaction Database (ORD), a public repository of structured organic reaction records. Task: describe an organic reaction: reactants, conditions, products, and yield Starting materials: C(C)(C)(C)NS(=O)(=O)C1=CN(C(=C1)C=O)C (N-(tert-butyl)-5-formyl-1-methyl-1H-pyrrole-3-sulfonamide), C(=O)([O-])[O-].[K+].[K+] (K2CO3), CI (CH3I). The solvent is CC#N (CH3CN), C(Cl)Cl.FC(F)(F)C(=O)O (CH2Cl2-TFA). Reaction conditions: time 3 hour. Product: C(=O)C1=CC(=CN1C)S(=O)(=O)NC (5-formyl-N,1-dimethyl-1H-pyrrole-3-sulfonamide). As a reaction SMILES: [C:1]([NH:5][S:6]([C:9]1[CH:13]=[C:12]([CH:14]=[O:15])[N:11]([CH3:16])[CH:10]=1)(=[O:8])=[O:7])(C)(C)C.C([O-])([O-])=O.[K+].[K+].CI>CC#N.C(Cl)Cl.FC(C(O)=O)(F)F>[CH:14]([C:12]1[N:11]([CH3:16])[CH:10]=[C:9]([S:6]([NH:5][CH3:1])(=[O:8])=[O:7])[CH:13]=1)=[O:15] |f:1.2.3,6.7|. Reported procedure: A solution of 0.8 g (3.3 mmol) N-(tert-butyl)-5-formyl-1-methyl-1H-pyrrole-3-sulfonamide, 1.2 g (9.8 mmol) K2CO3 and 1 mL (16 mmol) CH3I in CH3CN was heated at 60° C. overnight. Solvent was removed, and the residue was partitioned between EtOAc and water. The organic layer was separated and washed with brine. Drying (MgSO4) and removal of solvent to give material that slowly solidified. The material was dissolved in 2 mL 1:1 CH2Cl2-TFA with stirring for 3 h. Solvent was removed to give the title... Starting materials: ICC1CCCC1 ((iodomethyl)cyclopentane), C1(=CC=CC=C1)N1NC=2[C@@]3(CC[C@H](C2C1=O)C3(C)C)C ((4S,7R)-2-phenyl-7,8,8-trimethyl-1,2,4,5,6,7-hexahydro-4,7-methano-indazol-3-one), C1(=CC=CC=C1)N1NC=2[C@@]3(CC[C@H](C2C1=O)C3(C)C)C ((4S,7R)-2-phenyl-7,8,8-trimethyl-1,2,4,5,6,7-hexahydro-4,7-methano-indazol-3-one). Run in ClCCl (dichloromethane). Run at temperature 100 celsius. Product: C1(CCCC1)CN1N(C(C=2[C@@H]3CC[C@](C12)(C3(C)C)C)=O)C3=CC=CC=C3 ((4R,7S)-1-(cyclopentyl)methyl-7,8,8-trimethyl-2-phenyl-1,2,4,5,6,7-hexahydro-4,7-methano-indazol-3-one). The yield is 3.8%. Reaction SMILES: I[CH2:2][CH:3]1[CH2:7][CH2:6][CH2:5][CH2:4]1.[C:8]1([N:14]2[C:22](=[O:23])[C:21]3[C@@H:20]4[C:24]([CH3:26])([CH3:25])[C@@:17]([CH3:27])([CH2:18][CH2:19]4)[C:16]=3[NH:15]2)[CH:13]=[CH:12][CH:11]=[CH:10][CH:9]=1>ClCCl>[CH:3]1([CH2:2][N:15]2[C:16]3[C@:17]4([CH3:27])[C:24]([CH3:26])([CH3:25])[C@@H:20]([CH2:19][CH2:18]4)[C:21]=3[C:22](=[O:23])[N:14]2[C:8]2[CH:9]=[CH:10][CH:11]=[CH:12][CH:13]=2)[CH2:7][CH2:6][CH2:5][CH2:4]1. Reported procedure: A mixture of (iodomethyl)cyclopentane (prepared according to W. L. Corbett US 20040067939; 352 mg, 1.68 mmol) and (4R,7S)-2-phenyl-7,8,8-trimethyl-1,2,4,5,6,7-hexahydro-4,7-methano-indazol-3-one (Intermediate 6; 90 mg, 0.34 mmol) was heated in an oil-bath at 100° C. for 6 days. The reaction mixture was allowed to cool and it was then diluted with dichloromethane (200 mL) and washed with water (5×30 mL), aqueous sodium thiosulfate solution (2×30 mL) and brine (30 mL). The organic extract was drie... The reactants are [Cl-].COC(=O)C1=CC=C(C=C1)CC[NH3+] (2-(4-(Methoxycarbonyl)phenyl)ethanaminium chloride), C(C)(=O)OCC (ethyl acetate), ClC(=O)OCC1=CC=CC=C1 (benzyl chloroformate), C([O-])(O)=O.[Na+] (sodium bicarbonate). Solvent: O1CCCC1 (tetrahydrofuran), O (water). Reaction conditions: time 1.5 hour. Product: C(C1=CC=CC=C1)OC(=O)NCCC1=CC=C(C(=O)OC)C=C1 (methyl 4-(2-(benzyloxycarbonylamino)ethyl)benzoate). Isolated yield 75.8%. Reaction SMILES: [Cl-].[CH3:2][O:3][C:4]([C:6]1[CH:11]=[CH:10][C:9]([CH2:12][CH2:13][NH3+:14])=[CH:8][CH:7]=1)=[O:5].Cl[C:16]([O:18][CH2:19][C:20]1[CH:25]=[CH:24][CH:23]=[CH:22][CH:21]=1)=[O:17].C(=O)(O)[O-].[Na+].C(OCC)(=O)C>O1CCCC1.O>[CH2:19]([O:18][C:16]([NH:14][CH2:13][CH2:12][C:9]1[CH:10]=[CH:11][C:6]([C:4]([O:3][CH3:2])=[O:5])=[CH:7][CH:8]=1)=[O:17])[C:20]1[CH:25]=[CH:24][CH:23]=[CH:22][CH:21]=1 |f:0.1,3.4|. Reported procedure: 2-(4-(Methoxycarbonyl)phenyl)ethanaminium chloride (3 g, 13.9 mmol) was dissolved in the mixed solution of tetrahydrofuran (30 mL) and water (30 mL), and then benzyl chloroformate (2.37 g, 13.9 mmol) was dropped into it. To the mixture, sodium bicarbonate (2.9 g, 34.7 mmol) was added and the mixture was stirred at room temperature for 1.5 h. Then the mixture was poured into ethyl acetate (50 mL×3) and the organic layer was washed with saturated sodium bicarbonate solution, dried with anhydrous s... Starting materials: C1(=CC=CC=C1)C1=NC(=NC(=C1)NCC1=CC=2OCOC2C=C1)SCC#N ([4-phenyl-6-(piperonylamino)-2-pyrimidinylthio]acetonitrile), Cl.NO (hydroxylamine hydrochloride), C([O-])([O-])=O.[Na+].[Na+] (sodium carbonate). Solvent: CN(C=O)C (N,N-dimethylformamide). Conditions: time 8 hour. Yields the product O1COC2=C1C=CC(=C2)CNC2=NC(=NC(=C2)C2=CC=CC=C2)SCC(N)=NO (2-[4-(1,3-Benzodioxol-5-Ylmethylamino)-6-Phenyl-2-Pyrimidinylthio]Acetamidoxime). As a reaction SMILES: [C:1]1([C:7]2[CH:12]=[C:11]([NH:13][CH2:14][C:15]3[CH:23]=[CH:22][C:21]4[O:20][CH2:19][O:18][C:17]=4[CH:16]=3)[N:10]=[C:9]([S:24][CH2:25][C:26]#[N:27])[N:8]=2)[CH:6]=[CH:5][CH:4]=[CH:3][CH:2]=1.Cl.[NH2:29][OH:30].C(=O)([O-])[O-].[Na+].[Na+]>CN(C)C=O>[O:20]1[C:21]2[CH:22]=[CH:23][C:15]([CH2:14][NH:13][C:11]3[CH:12]=[C:7]([C:1]4[CH:2]=[CH:3][CH:4]=[CH:5][CH:6]=4)[N:8]=[C:9]([S:24][CH2:25][C:26](=[N:29][OH:30])[NH2:27])[N:10]=3)=[CH:16][C:17]=2[O:18][CH2:19]1 |f:1.2,3.4.5|. Procedure: A mixture of 11.20 g. (0.03 mole) of [4-phenyl-6-(piperonylamino)-2-pyrimidinylthio]acetonitrile, 4.14 g. (0.06 mole) of hydroxylamine hydrochloride and 12.70 g. (0.12 mole) of sodium carbonate in 200 ml of N,N-dimethylformamide was heated on a steam bath for four hours. The mixture was filtered and the filtrate was evaporated in a rotary evaporator. The residue was dissolved in ethyl acetate, diluted with petroleum ether and left at room temperature overnight. The precipitate which formed was c... The reactants are BrCC1CO1, O=C([O-])[O-], N#Cc1ccc(O)c2c1OCCO2, CC#N, [K+], [K+]. Product: N#Cc1ccc(OCC2CO2)c2c1OCCO2. RXN SMILES: [Br:14][CH2:15][CH:16]1[CH2:17][O:18]1.[C:19](=[O:20])([O-:21])[O-:22].[C:1](#[N:2])[c:3]1[cH:4][cH:5][c:6]([OH:13])[c:7]2[c:12]1[O:11][CH2:10][CH2:9][O:8]2.[CH3:25][C:26]#[N:27].[K+:23].[K+:24]>>[C:1](#[N:2])[c:3]1[cH:4][cH:5][c:6]([O:13][CH2:15][CH:16]2[CH2:17][O:18]2)[c:7]2[c:12]1[O:11][CH2:10][CH2:9][O:8]2. Product: Cn1nc(C(=O)O)cc1CCN1C(=O)c2ccccc2C1=O. Starting materials: CC(=O)O, Cl, CCOC(=O)c1cc(CCN2C(=O)c3ccccc3C2=O)n(C)n1. Reaction SMILES: [CH3:26][C:27](=[O:28])[OH:29].[ClH:25].[O:1]=[C:2]1[N:3]([CH2:12][CH2:13][c:14]2[cH:15][c:16]([C:20](=[O:21])[O:22][CH2:23][CH3:24])[n:17][n:18]2[CH3:19])[C:4](=[O:11])[c:5]2[cH:6][cH:7][cH:8][cH:9][c:10]21>>[O:1]=[C:2]1[N:3]([CH2:12][CH2:13][c:14]2[cH:15][c:16]([C:20](=[O:21])[OH:22])[n:17][n:18]2[CH3:19])[C:4](=[O:11])[c:5]2[cH:6][cH:7][cH:8][cH:9][c:10]21.